This data is from the Open Reaction Database (ORD), a public repository of structured organic reaction records. The task is: describe an organic reaction: reactants, conditions, products, and yield Reactants: ClC1=C(OCCN(CC)CC)C=C(C(=C1)I)Cl (1-(2,5-dichloro-4-iodophenoxy)-2-diethylaminoethane), C1(=CC=CC=C1)C#C (phenylacetylene), P(C1=CC=CC=C1)(C1=CC=CC=C1)C1=CC=CC=C1 (P(C6H5)3). The reagents and catalysts are [Pd] (palladium), [Cu]I (copper(I) iodide). Solvent: C(C)N(CC)CC (triethylamine). Conditions: time 15 hour. The product is ClC1=C(OCCN(CC)CC)C=C(C(=C1)C#CC1=CC=CC=C1)Cl (1-(2,5-dichloro-4-phenylethynylphenoxy)-2-diethylaminoethane). Yield: 78.9%. Reaction SMILES: [Cl:1][C:2]1[CH:15]=[C:14](I)[C:13]([Cl:17])=[CH:12][C:3]=1[O:4][CH2:5][CH2:6][N:7]([CH2:10][CH3:11])[CH2:8][CH3:9].[C:18]1([C:24]#[CH:25])[CH:23]=[CH:22][CH:21]=[CH:20][CH:19]=1.P(C1C=CC=CC=1)(C1C=CC=CC=1)C1C=CC=CC=1>C(N(CC)CC)C.[Pd].[Cu]I>[Cl:1][C:2]1[CH:15]=[C:14]([C:25]#[C:24][C:18]2[CH:23]=[CH:22][CH:21]=[CH:20][CH:19]=2)[C:13]([Cl:17])=[CH:12][C:3]=1[O:4][CH2:5][CH2:6][N:7]([CH2:10][CH3:11])[CH2:8][CH3:9]. Procedure details: To a solution of 19.4 g (0.05 mole) of 1-(2,5-dichloro-4-iodophenoxy)-2-diethylaminoethane and 5.2 g (0.053 mole) of phenylacetylene in 250 ml of triethylamine are added, under nitrogen, 200 mg of the palladium complex PdCl2 [P(C6H5)3 ]2 and 100 mg of copper(I) iodide. After the weakly exothermic reaction has subsided, the reaction mixture is stirred for 15 hours at room temperature, then concentrated, and the residue is taken up in water. After extraction with 200 ml of ether, the combined ethe... The reactants are C(C#C)[C@]12CCC(C=C1C=C[C@H]1[C@@H]3CCC([C@@]3(C)CC[C@H]21)=O)=O (10-(2-propynyl)estra-4,6-diene-3,17-dione), dichlorodicyanoquinone. Run in O1CCOCC1 (dioxane). The product is C(C#C)[C@]12C=CC(C=C1C=C[C@H]1[C@@H]3CCC([C@@]3(C)CC[C@H]21)=O)=O (10-(2-propynyl)estra-1,4,6-triene-3,17-dione). Reaction SMILES: [CH2:1]([C@@:4]12[C@@H:21]3[C@H:12]([C@H:13]4[C@@:17]([CH2:19][CH2:20]3)([CH3:18])[C:16](=[O:22])[CH2:15][CH2:14]4)[CH:11]=[CH:10][C:9]1=[CH:8][C:7](=[O:23])[CH2:6][CH2:5]2)[C:2]#[CH:3]>O1CCOCC1>[CH2:1]([C@@:4]12[C@@H:21]3[C@H:12]([C@H:13]4[C@@:17]([CH2:19][CH2:20]3)([CH3:18])[C:16](=[O:22])[CH2:15][CH2:14]4)[CH:11]=[CH:10][C:9]1=[CH:8][C:7](=[O:23])[CH:6]=[CH:5]2)[C:2]#[CH:3]. Reported procedure: A mixture of 190 mg of 10-(2-propynyl)estra-4,6-diene-3,17-dione, 168 mg of dichlorodicyanoquinone and 10 ml of dioxane is heated at reflux for 5 hours. The mixture is cooled and filtered and the filtrate is diluted with ether, washed with aqueous 1 N sodium hydroxide solution and brine, dried and then concentrated. The resulting residue is chromatographed on silica gel using 50% ethyl acetate/hexane to give 10-(2-propynyl)estra-1,4,6-triene-3,17-dione. This compound melts at about 185°-189° C. ... Reactants: FC=1C=CC2=C(C(N3[C@H](C=4N2C=NC4C(=O)O)CC3)=O)C1 ((S)-7-fluoro-9-oxo-12,12a-dihydro-9H,11H-azeto[2,1-c]imidazo[1,5-a][1,4]benzodiazepine-1-carboxylic acid), O (water), C(=O)(N1C=NC=C1)N1C=NC=C1 (1,1'-carbonyldiimidazole), N (ammonia). The solvent is CN(C=O)C (N,N-dimethylformamide). Run at time 30 minute. The product is FC=1C=CC2=C(C(N3[C@H](C=4N2C=NC4C(=O)N)CC3)=O)C1 ((S)-7-fluoro-9-oxo-12,12a-dihydro-9H,11H-azeto[2,1-c]imidazo[1,5-a][1,4]benzodiazepine-1-carboxamide). The yield is 52.9%. RXN SMILES: [F:1][C:2]1[CH:3]=[CH:4][C:5]2[N:11]3[CH:12]=[N:13][C:14]([C:15](O)=[O:16])=[C:10]3[C@@H:9]3[CH2:18][CH2:19][N:8]3[C:7](=[O:20])[C:6]=2[CH:21]=1.C(N1C=CN=C1)([N:24]1C=CN=C1)=O.N.O>CN(C)C=O>[F:1][C:2]1[CH:3]=[CH:4][C:5]2[N:11]3[CH:12]=[N:13][C:14]([C:15]([NH2:24])=[O:16])=[C:10]3[C@@H:9]3[CH2:18][CH2:19][N:8]3[C:7](=[O:20])[C:6]=2[CH:21]=1. Procedure: 100 g (348 mmol) of (S)-7-fluoro-9-oxo-12,12a-dihydro-9H,11H-azeto[2,1-c]imidazo[1,5-a][1,4]benzodiazepine-1-carboxylic acid were suspended in 600 ml of N,N-dimethylformamide and treated with 64.1 g (395 mmol) of 1,1'-carbonyldiimidazole. After stirring at 50° for 30 minutes 80 ml of 25% ammonia were added dropwise at 13° to 20° and the mixture was stirred for 30 minutes and poured into 21 of water. By suction filtration of the resulting suspension and drying the crystals there were obtained 52.... The reactants are C(C1=CC=CC=C1)N1C=C(C2=CC(=CC=C12)F)C(C(=C(C(=O)O)Cl)Cl)=O (4-(1-benzyl-5-fluoro-3-indolyl)-2,3-dichloro-4-oxo-2-butenoic acid), CN1C=CC2=CC=C(C=C12)[N+](=O)[O-] (1-methyl-6-nitroindole). Yields the product C(C1=CC=CC=C1)N1C=C(C2=CC(=CC=C12)F)C1(C(=C(C(O1)=O)Cl)Cl)C1=CN(C2=CC(=CC=C12)[N+](=O)[O-])C (5-(1-benzyl-5-fluoro-3-indolyl)-5-(1-methyl-6-nitro-3-indolyl)-3,4-dichloro-2(5H)-furanone). RXN SMILES: [CH2:1]([N:8]1[C:16]2[C:11](=[CH:12][C:13]([F:17])=[CH:14][CH:15]=2)[C:10]([C:18](=[O:26])[C:19]([Cl:25])=[C:20]([Cl:24])[C:21]([OH:23])=O)=[CH:9]1)[C:2]1[CH:7]=[CH:6][CH:5]=[CH:4][CH:3]=1.[CH3:27][N:28]1[C:36]2[C:31](=[CH:32][CH:33]=[C:34]([N+:37]([O-:39])=[O:38])[CH:35]=2)[CH:30]=[CH:29]1>>[CH2:1]([N:8]1[C:16]2[C:11](=[CH:12][C:13]([F:17])=[CH:14][CH:15]=2)[C:10]([C:18]2([C:30]3[C:31]4[C:36](=[CH:35][C:34]([N+:37]([O-:39])=[O:38])=[CH:33][CH:32]=4)[N:28]([CH3:27])[CH:29]=3)[O:26][C:21](=[O:23])[C:20]([Cl:24])=[C:19]2[Cl:25])=[CH:9]1)[C:2]1[CH:3]=[CH:4][CH:5]=[CH:6][CH:7]=1. Reported procedure: Following a procedure similar to that described above in part B of this example by using 4-(1-benzyl-5-fluoro-3-indolyl)-2,3-dichloro-4-oxo-2-butenoic acid instead of 4-(1,2-dimethyl-3-indolyl)-2,3-dichloro-4-oxo-2-butenoic acid and 1-methyl-6-nitroindole in place of 1,2-dimethylindole, there is obtained 5-(1-benzyl-5-fluoro-3-indolyl)-5-(1-methyl-6-nitro-3-indolyl)-3,4-dichloro-2(5H)-furanone (Formula V: R=C6H5CH2 ; R1 =R3 =H; R2 =CH3 ; Y=6-F; Y1 =6-NO2). Reactants: CCOCC, O=[N+]([O-])c1ccc(F)c(Cl)c1, CONS(=O)(=O)c1ccc(Cl)c([N+](=O)[O-])c1, [H-], [Na+], CN(C)C=O, O. Product: CON(c1ccc([N+](=O)[O-])cc1Cl)S(=O)(=O)c1ccc(Cl)c([N+](=O)[O-])c1. RXN SMILES: [CH3:36][CH2:37][O:38][CH2:39][CH3:40].[Cl:17][c:18]1[cH:19][c:20]([N+:25](=[O:26])[O-:27])[cH:21][cH:22][c:23]1[F:24].[Cl:1][c:2]1[c:3]([N+:14](=[O:15])[O-:16])[cH:4][c:5]([S:8](=[O:9])(=[O:10])[NH:11][O:12][CH3:13])[cH:6][cH:7]1.[H-:28].[Na+:29].[O:31]=[CH:32][N:33]([CH3:34])[CH3:35].[OH2:30]>>[Cl:1][c:2]1[c:3]([N+:14](=[O:15])[O-:16])[cH:4][c:5]([S:8](=[O:9])(=[O:10])[N:11]([O:12][CH3:13])[c:23]2[c:18]([Cl:17])[cH:19][c:20]([N+:25](=[O:26])[O-:27])[cH:21][cH:22]2)[cH:6][cH:7]1. The solvent is C(C)O (ethanol). Reactants: FC=1C=C(C=CC1[N+](=O)[O-])OC (3-fluoro-4-nitroanisole), [H][H] (hydrogen), [H][H] (hydrogen). Reaction SMILES: [F:1][C:2]1[CH:3]=[C:4]([O:11][CH3:12])[CH:5]=[CH:6][C:7]=1[N+:8]([O-])=O.[H][H]>C(O)C.[Pt]=O>[F:1][C:2]1[CH:3]=[C:4]([O:11][CH3:12])[CH:5]=[CH:6][C:7]=1[NH2:8]. Procedure details: All of the product from Step A was placed in a Parr hydrogenation apparatus, and 0.35 g of platinum oxide in 200 mL of ethanol was added. This mixture was reacted with hydrogen until the theoretical amount of hydrogen was absorbed. The reaction was stopped, and the reaction mixture was filtered through Celite® filter aid. The solvent was then evaporated under reduced pressure, leaving 18.5 g of 2-fluoro-4-methoxyaniline as a solid residue. Reagents/catalysts: [Pt]=O (platinum oxide). Product: FC1=C(N)C=CC(=C1)OC (2-fluoro-4-methoxyaniline). The reactants are CC(=O)[O-], CC(=O)[O-], CCOC(C)=O, Cc1ccccc1, c1ccc(-c2ccccc2P(C2CCCCC2)C2CCCCC2)cc1, Oc1ccnc2cc(Cl)ccc12, OB(O)c1ccccc1C(F)(F)F, [K+], [K+], [K+], O, O=P([O-])([O-])[O-], [Pd+2]. Product: Oc1ccnc2cc(-c3ccccc3C(F)(F)F)ccc12. As a reaction SMILES: [C:59]([O-:60])(=[O:61])[CH3:62].[C:64]([O-:65])(=[O:66])[CH3:67].[CH3:68][CH2:69][O:70][C:71]([CH3:72])=[O:73].[CH3:75][c:76]1[cH:77][cH:78][cH:79][cH:80][cH:81]1.[CH:26]1([P:27]([CH:28]2[CH2:29][CH2:30][CH2:31][CH2:32][CH2:33]2)[c:34]2[cH:35][cH:36][cH:37][cH:38][c:39]2-[c:40]2[cH:41][cH:42][cH:43][cH:44][cH:45]2)[CH2:46][CH2:47][CH2:48][CH2:49][CH2:50]1.[Cl:1][c:2]1[cH:3][cH:4][c:5]2[c:6]([OH:12])[cH:7][cH:8][n:9][c:10]2[cH:11]1.[F:13][C:14]([c:15]1[c:16]([B:21]([OH:22])[OH:23])[cH:17][cH:18][cH:19][cH:20]1)([F:24])[F:25].[K+:56].[K+:57].[K+:58].[OH2:74].[P:51]([O-:52])([O-:53])([O-:54])=[O:55].[Pd+2:63]>>[c:2]1(-[c:16]2[c:15]([C:14]([F:13])([F:24])[F:25])[cH:20][cH:19][cH:18][cH:17]2)[cH:3][cH:4][c:5]2[c:6]([OH:12])[cH:7][cH:8][n:9][c:10]2[cH:11]1. The reactants are CC(C=O)C(C1COCC1)=O (2-methyl-3-oxo-3-(tetrahydrofuran-3-yl)propanal), CC(C=O)C(C1COCC1)=O (2-methyl-3-oxo-3-(tetrahydrofuran-3-yl)propanal), O.NN (Hydrazine hydrate). The solvent is C(C)O (ethanol). Reaction conditions: temperature 80 celsius, time 3 hour. The product is CC=1C=NNC1C1COCC1 (4-Methyl-5-(tetrahydrofuran-3-yl)-1H-pyrazole). Isolated yield 119.8%. As a reaction SMILES: [CH3:1][CH:2]([C:5](=O)[CH:6]1[CH2:10][CH2:9][O:8][CH2:7]1)[CH:3]=O.O.[NH2:13][NH2:14]>C(O)C>[CH3:1][C:2]1[CH:3]=[N:13][NH:14][C:5]=1[CH:6]1[CH2:10][CH2:9][O:8][CH2:7]1 |f:1.2|. Procedure details: Into a 100-mL round-bottom flask, was placed a solution of 2-methyl-3-oxo-3-(tetrahydrofuran-3-yl)propanal (compound 263.3, 3.00 g, 19.2 mmol) in ethanol (25 mL). Hydrazine hydrate (1.16 mL, 24 mmol) was added and the resulting solution was stirred for 3 h at 80° C. The resulting mixture was concentrated under reduced pressure to obtain the title compound as a colorless oil (3.5 g, crude). Starting materials: ClC=1C=C(C=CC1S(=O)(=O)C)\C(\C(=O)O)=N/OC1CCCC1 ((E)-(3-Chloro-4-methanesulfonyl-phenyl)-cyclopentyloxyimino-acetic acid), O-(7-Azabenzotriazole-1-yl)-N,N,N′N′-tetramethyluronium hexafluorophosphate, CN1N=C(C=C1)N (1-methyl-1H-pyrazol-3-ylamine), C(C)(C)N(C(C)C)CC (N,N-diisopropylethylamine). The solvent is C(C)#N (acetonitrile). Reaction conditions: time 2 hour. Yields the product ClC=1C=C(C=CC1S(=O)(=O)C)\C(\C(=O)NC1=NN(C=C1)C)=N/OC1CCCC1 ((E)-2-(3-chloro-4-methanesulfonyl-phenyl)-2-cyclopentyloxyimino-N-(1-methyl-1H-pyrazol-3-yl)-acetamide). Yield: 68.9%. Reaction SMILES: [Cl:1][C:2]1[CH:3]=[C:4](/[C:12](=[N:16]\[O:17][CH:18]2[CH2:22][CH2:21][CH2:20][CH2:19]2)/[C:13]([OH:15])=O)[CH:5]=[CH:6][C:7]=1[S:8]([CH3:11])(=[O:10])=[O:9].[CH3:23][N:24]1[CH:28]=[CH:27][C:26]([NH2:29])=[N:25]1.C(N(CC)C(C)C)(C)C>C(#N)C>[Cl:1][C:2]1[CH:3]=[C:4](/[C:12](=[N:16]\[O:17][CH:18]2[CH2:22][CH2:21][CH2:20][CH2:19]2)/[C:13]([NH:29][C:26]2[CH:27]=[CH:28][N:24]([CH3:23])[N:25]=2)=[O:15])[CH:5]=[CH:6][C:7]=1[S:8]([CH3:11])(=[O:9])=[O:10]. Reported procedure: (E)-(3-Chloro-4-methanesulfonyl-phenyl)-cyclopentyloxyimino-acetic acid (93 mg, 0.27 mmol), 1-methyl-1H-pyrazol-3-ylamine (29 μL, 0.30 mmol) and N,N-diisopropylethylamine (141 μL, 0.81 mmol) were combined in acetonitrile (1.25 mL) and cooled in an ice bath. O-(7-Azabenzotriazole-1-yl)-N,N,N′N′-tetramethyluronium hexafluorophosphate (103 mg, 0.27 mmol) was added and the ice bath was removed. After stirring 2 h, the reaction mixture was evaporated in vacuo. The residue was treated with saturated a...